The task is: describe an organic reaction: reactants, conditions, products, and yield. This data is from the Open Reaction Database (ORD), a public repository of structured organic reaction records. Starting materials: C1NCCC2=CC(=CC=C12)N1C(O[C@H](C1)CNC(C)=O)=O (N-[[(5S)-3-[1,2,3,4-tetrahydro-6-isoquinolinyl]-2-oxo-5-oxazolidinyl]methyl]acetamide), CCN=C=NCCCN(C)C.Cl (EDC.HCl), C(=O)O (formic acid). Run in C1CCOC1 (THF), O (H2O), O (H2O). Reaction conditions: time 1.25 hour. The product is C(=O)N1CC2=CC=C(C=C2CC1)N1C(O[C@H](C1)CNC(C)=O)=O ((−)-N-[[(5S)-3-[2-Formyl-1,2,3,4-tetrahydro-6-isoquinolinyl]-2-oxo-5-oxazolidinyl]methyl]acetamide). Yield: 73.4%. RXN SMILES: [CH2:1]1[C:10]2[C:5](=[CH:6][C:7]([N:11]3[CH2:15][C@H:14]([CH2:16][NH:17][C:18](=[O:20])[CH3:19])[O:13][C:12]3=[O:21])=[CH:8][CH:9]=2)[CH2:4][CH2:3][NH:2]1.CCN=C=NCCCN(C)C.Cl.[CH:34](O)=[O:35]>C1COCC1.O>[CH:34]([N:2]1[CH2:3][CH2:4][C:5]2[C:10](=[CH:9][CH:8]=[C:7]([N:11]3[CH2:15][C@H:14]([CH2:16][NH:17][C:18](=[O:20])[CH3:19])[O:13][C:12]3=[O:21])[CH:6]=2)[CH2:1]1)=[O:35] |f:1.2|. Reported procedure: A solution of N-[[(5S)-3-[1,2,3,4-tetrahydro-6-isoquinolinyl]-2-oxo-5-oxazolidinyl]methyl]acetamide (Example 1, Step 6, 200 mg, 0.691 mmol) in THF is treated with EDC.HCl (172 mg, 0.899 mmol) and formic acid (34 μL, 0.899 mmol) to give a white slurry which is then diluted with H2O (approx. 2 mL) to give a homogeneous mixture. The mixture is stirred at ambient temperature for 1.25 hrs and is then diluted with H2O (10 mL) and extracted with CH2Cl2 (4×20 mL). The combined organic phase is washed wi... Starting materials: ClC(Cl)Cl, CN(C)CC#CC(O)c1ccccc1. As a reaction SMILES: [CH:15]([Cl:16])([Cl:17])[Cl:18].[c:1]1([CH:7]([C:8]#[C:9][CH2:10][N:11]([CH3:12])[CH3:13])[OH:14])[cH:2][cH:3][cH:4][cH:5][cH:6]1>>[c:1]1([C:7]([C:8]#[C:9][CH2:10][N:11]([CH3:12])[CH3:13])=[O:14])[cH:2][cH:3][cH:4][cH:5][cH:6]1. Product: CN(C)CC#CC(=O)c1ccccc1. The reactants are ClCCl, O=S(Cl)Cl, OCc1cc2ccc(Oc3nc4ccccc4s3)cc2s1. Product: ClCc1cc2ccc(Oc3nc4ccccc4s3)cc2s1. As a reaction SMILES: [Cl:26][CH2:27][Cl:28].[S:22]([Cl:23])([Cl:24])=[O:25].[s:1]1[c:2]([O:10][c:11]2[cH:12][cH:13][c:14]3[c:15]([s:16][c:17]([CH2:19][OH:20])[cH:18]3)[cH:21]2)[n:3][c:4]2[c:5]1[cH:6][cH:7][cH:8][cH:9]2>>[s:1]1[c:2]([O:10][c:11]2[cH:12][cH:13][c:14]3[c:15]([s:16][c:17]([CH2:19][Cl:24])[cH:18]3)[cH:21]2)[n:3][c:4]2[c:5]1[cH:6][cH:7][cH:8][cH:9]2. The reactants are [Br-], N#Cc1ccc2c(c1)COC2=O, COCCOC, [Cl-], Fc1ccc([Mg+])cc1, [NH4+], C1CCOC1. Yields the product N#Cc1ccc(C(=O)c2ccc(F)cc2)c(CO)c1. As a reaction SMILES: [Br-:1].[C:10](#[N:11])[c:12]1[cH:13][c:14]2[c:19]([cH:20][cH:21]1)[C:17](=[O:18])[O:16][CH2:15]2.[CH3:29][O:30][CH2:31][CH2:32][O:33][CH3:34].[Cl-:22].[F:2][c:3]1[cH:4][cH:5][c:6]([Mg+:9])[cH:7][cH:8]1.[NH4+:23].[O:24]1[CH2:25][CH2:26][CH2:27][CH2:28]1>>[F:2][c:3]1[cH:4][cH:5][c:6]([C:17](=[O:18])[c:19]2[c:14]([CH2:15][OH:16])[cH:13][c:12]([C:10]#[N:11])[cH:21][cH:20]2)[cH:7][cH:8]1. The reactants are CS(C)=O, Cl, [H-], [Na+], C(CCCCCCC1CCCCC1)CCCCCOCC1CO1, C1CCOC1, OCc1ccccc1. The product is OC(COCCCCCCCCCCCCC1CCCCC1)COCc1ccccc1. RXN SMILES: [CH3:35][S:36]([CH3:37])=[O:38].[ClH:34].[H-:1].[Na+:2].[O:11]1[CH2:12][CH:13]1[CH2:14][O:15][CH2:16][CH2:17][CH2:18][CH2:19][CH2:20][CH2:21][CH2:22][CH2:23][CH2:24][CH2:25][CH2:26][CH2:27][CH:28]1[CH2:29][CH2:30][CH2:31][CH2:32][CH2:33]1.[O:39]1[CH2:40][CH2:41][CH2:42][CH2:43]1.[OH:3][CH2:4][c:5]1[cH:6][cH:7][cH:8][cH:9][cH:10]1>>[O:3]([CH2:4][c:5]1[cH:6][cH:7][cH:8][cH:9][cH:10]1)[CH2:12][CH:13]([OH:11])[CH2:14][O:15][CH2:16][CH2:17][CH2:18][CH2:19][CH2:20][CH2:21][CH2:22][CH2:23][CH2:24][CH2:25][CH2:26][CH2:27][CH:28]1[CH2:29][CH2:30][CH2:31][CH2:32][CH2:33]1. Starting materials: CCOC(=O)N1CCN(C(=O)C(N)CCCCOCc2ccccc2)CC1, ClCCCl, O=C(O)c1cc(OCC(=O)N2CCCC2C(=O)NC2CCC2)n(-c2ccccc2)n1, CCN(C(C)C)C(C)C, CN(C)C=O, On1nnc2ccccc21. Yields the product CCOC(=O)N1CCN(C(=O)C(CCCCOCc2ccccc2)NC(=O)c2cc(OCC(=O)N3CCCC3C(=O)NC3CCC3)n(-c3ccccc3)n2)CC1. As a reaction SMILES: [CH2:50]([CH3:51])[O:52][C:53](=[O:54])[N:55]1[CH2:56][CH2:57][N:58]([C:61]([CH:62]([CH2:63][CH2:64][CH2:65][CH2:66][O:67][CH2:68][c:69]2[cH:70][cH:71][cH:72][cH:73][cH:74]2)[NH2:75])=[O:76])[CH2:59][CH2:60]1.[CH2:82]([Cl:83])[CH2:84][Cl:85].[CH:1]1([NH:5][C:6](=[O:7])[CH:8]2[N:9]([C:13]([CH2:14][O:15][c:16]3[cH:17][c:18]([C:27](=[O:28])[OH:29])[n:19][n:20]3-[c:21]3[cH:22][cH:23][cH:24][cH:25][cH:26]3)=[O:30])[CH2:10][CH2:11][CH2:12]2)[CH2:2][CH2:3][CH2:4]1.[CH:41]([N:42]([CH2:43][CH3:44])[CH:45]([CH3:46])[CH3:47])([CH3:48])[CH3:49].[O:77]=[CH:78][N:79]([CH3:80])[CH3:81].[OH:31][n:32]1[c:33]2[c:34]([cH:35][cH:36][cH:37][cH:38]2)[n:39][n:40]1>>[CH:1]1([NH:5][C:6](=[O:7])[CH:8]2[N:9]([C:13]([CH2:14][O:15][c:16]3[cH:17][c:18]([C:27](=[O:29])[NH:75][CH:62]([C:61]([N:58]4[CH2:57][CH2:56][N:55]([C:53]([O:52][CH2:50][CH3:51])=[O:54])[CH2:60][CH2:59]4)=[O:76])[CH2:63][CH2:64][CH2:65][CH2:66][O:67][CH2:68][c:69]4[cH:70][cH:71][cH:72][cH:73][cH:74]4)[n:19][n:20]3-[c:21]3[cH:22][cH:23][cH:24][cH:25][cH:26]3)=[O:30])[CH2:10][CH2:11][CH2:12]2)[CH2:2][CH2:3][CH2:4]1. The reactants are C(=O)C=O (glyoxal), CC1=CC=C(C(=N1)N)N (6-Methyl-pyridine-2,3-diamine), C(=O)C=O (glyoxal). Solvent: CO (MeOH). Conditions: time 18 hour. Yields the product CC=1C=CC=2C(=NC=CN2)N1 (6-Methyl-pyrido[2,3-b]pyrazine). Yield: 80.0%. As a reaction SMILES: [CH3:1][C:2]1[N:7]=[C:6]([NH2:8])[C:5]([NH2:9])=[CH:4][CH:3]=1.[CH:10]([CH:12]=O)=O>CO>[CH3:1][C:2]1[CH:3]=[CH:4][C:5]2[C:6]([N:7]=1)=[N:8][CH:10]=[CH:12][N:9]=2. Procedure details: 6-Methyl-pyridine-2,3-diamine (1.01 g, 8.2 mmol) was dissolved in MeOH (40 ml) and glyoxal (14 ml of a 40% aqueous glyoxal solution). Allowed to stir 18 h. The MeOH was removed, and the crude was taken up in ethyl acetate. It was washed three times with a 1 N HCl solution. The combined acid washings were washed twice with ethyl acetate. The acidic water was made basic with the addition of solid sodium carbonate, and it was extracted three times with ethyl acetate. The combined ethyl acetate extr...